From a dataset of the Open Reaction Database (ORD), a public repository of structured organic reaction records. describe an organic reaction: reactants, conditions, products, and yield Reactants: COC=1C=C(C=C(C1OC)OC)Br (3,4,5-trimethoxybromobenzene), O1CCCC1 (THF), COC1=CC=2N(C=C1)C(=CN2)C=O (7-methoxyimidazo[1,2-a]pyridine-3-carbaldehyde), O1CCCC1 (THF), COC=1C=C(C=C(C1OC)OC)Br (3,4,5-trimethoxybromobenzene), II (iodine), [Mg] (magnesium), O1CCCC1 (tetrahydrofuran), [NH4+].[Cl-] (NH4Cl). Conditions: time 1 hour. The product is C(C1=CC=CC=C1)(C1=CC=CC=C1)O (benzhydrol). Reaction SMILES: [Mg].II.CO[C:6]1[CH:7]=[C:8](Br)[CH:9]=[C:10](OC)[C:11]=1OC.CO[C:19]1[CH:24]=CN2C(C=O)=CN=C2[CH:20]=1.[NH4+].[Cl-].[O:32]1[CH2:36][CH2:35][CH2:34][CH2:33]1>>[CH:36]([OH:32])([C:11]1[CH:6]=[CH:7][CH:8]=[CH:9][CH:10]=1)[C:35]1[CH:24]=[CH:19][CH:20]=[CH:33][CH:34]=1 |f:4.5|. Reported procedure: To a dry flask equipped with a condenser, an addition funnel, and a magnetic stirrer were added magnesium turnings (2.5 mmol), 0.5 mL of anhydrous tetrahydrofuran (THF), and a small piece of iodine. To this was added via the addition funnel approximately ⅓ of 3,4,5-trimethoxybromobenzene (2.5 mmol) in 1.3 mL of THF. When the solution became colorless (heating may be needed), the remaining 3,4,5-trimethoxybromobenzene solution was added dropwise to the solution under mild refluxing. The reaction ...